Dataset: the Open Reaction Database (ORD), a public repository of structured organic reaction records. Task: describe an organic reaction: reactants, conditions, products, and yield Starting materials: ClC1=C(C=C(C=C1)C1CC(N(C1=O)C(=O)OC(C)(C)C)(C)C)F (tert-Butyl 4-(4-chloro-3-fluorophenyl)-2,2-dimethyl-5-oxopyrrolidine-1-carboxylate), O[Li].O (LiOH—H2O). Solvent: C1CCOC1 (THF), CO (MeOH), O (water). Conditions: time 8 hour. Yields the product C(C)(C)(C)OC(=O)NC(CC(C(=O)O)C1=CC(=C(C=C1)Cl)F)(C)C (4-(tert-butoxycarbonylamino)-2-(4-chloro-3-fluorophenyl)-4-methylpentanoic acid). Yield: 86.1%. As a reaction SMILES: [Cl:1][C:2]1[CH:7]=[CH:6][C:5]([CH:8]2[C:12](=[O:13])[N:11]([C:14]([O:16][C:17]([CH3:20])([CH3:19])[CH3:18])=[O:15])[C:10]([CH3:22])([CH3:21])[CH2:9]2)=[CH:4][C:3]=1[F:23].[OH:24][Li].O>C1COCC1.CO.O>[C:17]([O:16][C:14]([NH:11][C:10]([CH3:22])([CH3:21])[CH2:9][CH:8]([C:5]1[CH:6]=[CH:7][C:2]([Cl:1])=[C:3]([F:23])[CH:4]=1)[C:12]([OH:24])=[O:13])=[O:15])([CH3:20])([CH3:19])[CH3:18] |f:1.2|. Procedure: tert-Butyl 4-(4-chloro-3-fluorophenyl)-2,2-dimethyl-5-oxopyrrolidine-1-carboxylate (1.168 g, 3.42 mmol, theor.) was dissolved in 4 mL of each: THF, MeOH, water. The LiOH—H2O (574 mg, 13.7 mmol) was added in one sum to the stirring solution. The reaction mixture was allowed to stir to completion overnight. The reaction mixture was concentrated, and the residue was partitioned between ether and water. The aqueous portion was washed again with ether (both discarded) and then treated with 3N HCl sol... Reactants: CN(NC(CCCCN1C(=O)c2ccccc2C1=O)C(=O)OCc1ccccc1)C(=O)N1CCCC1C(=O)OC(C)(C)C, CCOC(C)=O, CC(=O)O. The product is CN(NC(CCCCN1C(=O)c2ccccc2C1=O)C(=O)O)C(=O)N1CCCC1C(=O)OC(C)(C)C. As a reaction SMILES: [C:1]([CH3:2])([CH3:3])([CH3:4])[O:5][C:6]([CH:7]1[N:8]([C:12]([N:13]([NH:14][CH:15]([CH2:16][CH2:17][CH2:18][CH2:19][N:20]2[C:21](=[O:30])[c:22]3[c:23]([cH:26][cH:27][cH:28][cH:29]3)[C:24]2=[O:25])[C:31](=[O:32])[O:33][CH2:34][c:35]2[cH:36][cH:37][cH:38][cH:39][cH:40]2)[CH3:41])=[O:42])[CH2:9][CH2:10][CH2:11]1)=[O:43].[CH3:44][CH2:45][O:46][C:47](=[O:48])[CH3:49].[CH3:50][C:51](=[O:52])[OH:53]>>[C:1]([CH3:2])([CH3:3])([CH3:4])[O:5][C:6]([CH:7]1[N:8]([C:12]([N:13]([NH:14][CH:15]([CH2:16][CH2:17][CH2:18][CH2:19][N:20]2[C:21](=[O:30])[c:22]3[c:23]([cH:26][cH:27][cH:28][cH:29]3)[C:24]2=[O:25])[C:31](=[O:32])[OH:33])[CH3:41])=[O:42])[CH2:9][CH2:10][CH2:11]1)=[O:43]. Reactants: C(C)(=O)OCC1=CC=2CCC[C@H](C2C=C1[N+](=O)[O-])NC(C(F)(F)F)=O ((R)-(3-nitro-5-(2,2,2-trifluoroacetamido)-5,6,7,8-tetrahydronaphthalen-2-yl)methyl acetate). The reagents and catalysts are OS(=O)(=O)O (H2SO4). Run in CO (MeOH). Run at temperature 50 celsius, time 3 hour. Product: FC(C(=O)N[C@@H]1CCCC2=CC(=C(C=C12)[N+](=O)[O-])CO)(F)F ((R)-2,2,2-trifluoro-N-(6-(hydroxymethyl)-7-nitro-1,2,3,4-tetrahydro-naphthalen-1-yl)acetamide). Reaction SMILES: C([O:4][CH2:5][C:6]1[C:15]([N+:16]([O-:18])=[O:17])=[CH:14][C:13]2[C@H:12]([NH:19][C:20](=[O:25])[C:21]([F:24])([F:23])[F:22])[CH2:11][CH2:10][CH2:9][C:8]=2[CH:7]=1)(=O)C>CO.OS(O)(=O)=O>[F:22][C:21]([F:23])([F:24])[C:20]([NH:19][C@H:12]1[C:13]2[C:8](=[CH:7][C:6]([CH2:5][OH:4])=[C:15]([N+:16]([O-:18])=[O:17])[CH:14]=2)[CH2:9][CH2:10][CH2:11]1)=[O:25]. Procedure details: To a solution of (R)-(3-nitro-5-(2,2,2-trifluoroacetamido)-5,6,7,8-tetrahydronaphthalen-2-yl)methyl acetate (17 mg) in 10 mL of MeOH was added one drop of 96% H2SO4 and the resulting mixture was stirred at 50° C. for 3 h. After cooling to RT, the reaction was quenched with Sat. NaHCO3 (0.5 mL). The MeOH was evaporated and the residue was directly loaded on column chomatography (SiO2, DCM to DCM/EtOAc=2:1 to 1:1) to give (R)-2,2,2-trifluoro-N-(6-(hydroxymethyl)-7-nitro-1,2,3,4-tetrahydro-naphthal... Reactants: Example 1 ( 4 ), C1(CCCCC1)C(C1=C(OC(=C1)C1=C(C=C(C=C1)F)C)C)NC1=CC=C(C(=O)O)C=C1 (4-({cyclohexyl[5-(4-fluoro-2-methylphenyl)-2-methyl-3-furyl]methyl}amino)benzoic acid), CNCCC(=O)OCC (ethyl 3-(methylamino)propanoate). Yields the product C1(CCCCC1)C(C1=C(OC(=C1)C1=C(C=C(C=C1)F)C)C)NC1=CC=C(C(=O)N(CCC(=O)O)C)C=C1 (3-{[4-({cyclohexyl[5-(4-fluoro-2-methylphenyl)-2-methyl-3-furyl]methyl}amino)benzoyl](methyl)amino}propanoic acid). Yield: 99.0%. Reaction SMILES: [CH:1]1([CH:7]([NH:22][C:23]2[CH:31]=[CH:30][C:26]([C:27](O)=[O:28])=[CH:25][CH:24]=2)[C:8]2[CH:12]=[C:11]([C:13]3[CH:18]=[CH:17][C:16]([F:19])=[CH:15][C:14]=3[CH3:20])[O:10][C:9]=2[CH3:21])[CH2:6][CH2:5][CH2:4][CH2:3][CH2:2]1.[CH3:32][NH:33][CH2:34][CH2:35][C:36]([O:38]CC)=[O:37]>>[CH:1]1([CH:7]([NH:22][C:23]2[CH:31]=[CH:30][C:26]([C:27]([N:33]([CH3:32])[CH2:34][CH2:35][C:36]([OH:38])=[O:37])=[O:28])=[CH:25][CH:24]=2)[C:8]2[CH:12]=[C:11]([C:13]3[CH:18]=[CH:17][C:16]([F:19])=[CH:15][C:14]=3[CH3:20])[O:10][C:9]=2[CH3:21])[CH2:2][CH2:3][CH2:4][CH2:5][CH2:6]1. Procedure details: An operation similar to that in Example 1 (4) was performed using 4-({cyclohexyl[5-(4-fluoro-2-methylphenyl)-2-methyl-3-furyl]methyl}amino)benzoic acid (464 mg) as well as ethyl 3-(methylamino)propanoate (171 mg) to give the title compound (552 mg, 99%) as an amorphous compound.